From a dataset of the Open Reaction Database (ORD), a public repository of structured organic reaction records. describe an organic reaction: reactants, conditions, products, and yield The reactants are O=C([O-])[O-], Cc1cc(C)[nH]n1, CN1CCCC1=O, [Cs+], [Cs+], CSc1nc(N)nc(Br)c1C#N. Product: CSc1nc(N)nc(-n2nc(C)cc2C)c1C#N. Reaction SMILES: [C:20](=[O:21])([O-:22])[O-:23].[CH3:13][c:14]1[n:15][nH:16][c:17]([CH3:19])[cH:18]1.[CH3:26][N:27]1[CH2:28][CH2:29][CH2:30][C:31]1=[O:32].[Cs+:24].[Cs+:25].[NH2:1][c:2]1[n:3][c:4]([S:11][CH3:12])[c:5]([C:9]#[N:10])[c:6]([Br:8])[n:7]1>>[NH2:1][c:2]1[n:3][c:4]([S:11][CH3:12])[c:5]([C:9]#[N:10])[c:6](-[n:15]2[c:14]([CH3:13])[cH:18][c:17]([CH3:19])[n:16]2)[n:7]1. The product is COC1=C(C=C(C=C1)C=CC1=NC(=NO1)CCC)[N+](=O)[O-] (5-[2-(4-Methoxy-3-nitro-phenyl)-vinyl]-3-propyl-[1,2,4]oxadiazole). The reactants are ONC(CCC)=N (N-hydroxy-butyramidine), C1=CN(C=N1)C(=O)N2C=CN=C2 (CDI), COC1=C(C=C(C=C1)C=CC(=O)O)[N+](=O)[O-] (3-(4-Methoxy-3-nitro-phenyl)-acrylic acid), COC1=C(C=C(C=C1)C=CC(=O)O)[N+](=O)[O-] (3-(4-Methoxy-3-nitro-phenyl)-acrylic acid), C1=CN(C=N1)C(=O)N2C=CN=C2 (CDI). Solvent: CN(C)C=O (DMF). Procedure details: 3-(4-Methoxy-3-nitro-phenyl)-acrylic acid (compound of Example 6; 0.95 g, 4.25 mmol) was dissolved in DMF (15 mL) to which CDI (0.82 g, 5.10 mmol) was added and the reaction mixture was stirred at room temperature. After 45 min, N-hydroxy-butyramidine (0.52 g, 5.10 mmol) was added. The reaction mixture was stirred at room temperature for about 16-18 h. After completion of the reaction, additional CDI (0.82 g, 5.10 mmol) was added and the reaction mixture was refluxed at 110° C. to 120° C. for 6 ... As a reaction SMILES: [CH3:1][O:2][C:3]1[CH:8]=[CH:7][C:6]([CH:9]=[CH:10][C:11]([OH:13])=O)=[CH:5][C:4]=1[N+:14]([O-:16])=[O:15].C1N=CN(C(N2C=NC=C2)=O)C=1.O[NH:30][C:31](=[NH:35])[CH2:32][CH2:33][CH3:34]>CN(C=O)C>[CH3:1][O:2][C:3]1[CH:8]=[CH:7][C:6]([CH:9]=[CH:10][C:11]2[O:13][N:35]=[C:31]([CH2:32][CH2:33][CH3:34])[N:30]=2)=[CH:5][C:4]=1[N+:14]([O-:16])=[O:15]. Run at time 45 minute. The reactants are NN1C(C2=CC=CC=C2C(=N1)C(F)(F)F)=O (2-amino-4-(trifluoromethyl)phthalazin-1(2H)-one), CSCC(=O)O (2-(methylthio)acetic acid). Product: CSCC(=O)NN1C(C2=CC=CC=C2C(=N1)C(F)(F)F)=O (2-(methylthio)-N-[1-oxo-4-(trifluoromethyl)phthalazin-2(1H)-yl]acetamide). As a reaction SMILES: [NH2:1][N:2]1[N:11]=[C:10]([C:12]([F:15])([F:14])[F:13])[C:9]2[C:4](=[CH:5][CH:6]=[CH:7][CH:8]=2)[C:3]1=[O:16].[CH3:17][S:18][CH2:19][C:20](O)=[O:21]>>[CH3:17][S:18][CH2:19][C:20]([NH:1][N:2]1[N:11]=[C:10]([C:12]([F:15])([F:13])[F:14])[C:9]2[C:4](=[CH:5][CH:6]=[CH:7][CH:8]=2)[C:3]1=[O:16])=[O:21]. Procedure details: The product from Example 11B and 2-(methylthio)acetic acid were treated using a method similar to that described in Example 57 to give the title compound 1H NMR (500 MHz, DMSO-d6/Deuterium Oxide) δ ppm 8.45 (ddd, J=8.0, 1.4, 0.7 Hz, 1H), 8.15 (td, J=7.7, 1.4 Hz, 1H), 8.04-8.11 (m, 2H), 3.37 (s, 2H), 2.24 (s, 3H); MS (ESI−) M/Z 316 (M−H)−. The reactants are CN(C)C=O, CC(C)Oc1cccc(CC(=O)O)c1, ClCCl, O=C(Cl)C(=O)Cl. Yields the product CC(C)Oc1cccc(CC(=O)Cl)c1. Reaction SMILES: [CH3:24][N:25]([CH3:26])[CH:27]=[O:28].[CH:1]([CH3:2])([CH3:3])[O:4][c:5]1[cH:6][c:7]([CH2:11][C:12](=[O:13])[OH:14])[cH:8][cH:9][cH:10]1.[Cl:15][CH2:16][Cl:17].[Cl:18][C:19]([C:20]([Cl:21])=[O:22])=[O:23]>>[CH:1]([CH3:2])([CH3:3])[O:4][c:5]1[cH:6][c:7]([CH2:11][C:12](=[O:14])[Cl:15])[cH:8][cH:9][cH:10]1. Reactants: C(C)(=O)O[C@H]1[C@H](OC=2C=NC(=CC2)Br)SC[C@H]([C@@H]1OC(C)=O)OC(C)=O (6-bromo-3-pyridinyl 2,3,4-tri-O-acetyl-5-thio-β-D-xylopyranoside), IV, O1C(=CC2=C1C=CC=C2)B(O)O (2-benzofuranboronic acid). Product: C(C)(=O)O[C@H]1[C@H](OC=2C=NC(=CC2)C=2OC3=C(C2)C=CC=C3)SC[C@H]([C@@H]1OC(C)=O)OC(C)=O (6-(2-Benzofuranyl)-3-pyridinyl 2,3,4-tri-O-acetyl-5-thio-β-D-xylopyranoside), solid. The yield is 65.0%. Reaction SMILES: [C:1]([O:4][C@@H:5]1[C@@H:18]([O:19][C:20](=[O:22])[CH3:21])[C@H:17]([O:23][C:24](=[O:26])[CH3:25])[CH2:16][S:15][C@H:6]1[O:7][C:8]1[CH:9]=[N:10][C:11](Br)=[CH:12][CH:13]=1)(=[O:3])[CH3:2].[O:27]1[C:31]2[CH:32]=[CH:33][CH:34]=[CH:35][C:30]=2[CH:29]=[C:28]1B(O)O>>[C:1]([O:4][C@@H:5]1[C@@H:18]([O:19][C:20](=[O:22])[CH3:21])[C@H:17]([O:23][C:24](=[O:26])[CH3:25])[CH2:16][S:15][C@H:6]1[O:7][C:8]1[CH:9]=[N:10][C:11]([C:28]2[O:27][C:31]3[CH:32]=[CH:33][CH:34]=[CH:35][C:30]=3[CH:29]=2)=[CH:12][CH:13]=1)(=[O:3])[CH3:2]. Procedure details: By carrying out the operation analogously to example 1, starting from 6-bromo-3-pyridinyl 2,3,4-tri-O-acetyl-5-thio-β-D-xylopyranoside, obtained according to preparation IV, and 2-benzofuranboronic acid, the desired product is obtained in the form of an ecru solid (yield=65%). Reported procedure: 7-Bromochroman-4-one (1.5 g, 6.6 mmol), thiophene-2-thiol (0.68 mL, 7.3 mmol), and potassium carbonate (1.37 g, 9.9 mmol) were combined in ACN (50 mL) in a sealed vessel, and the reaction was heated at 78° C. overnight. The reaction was cooled, filtered, and concentrated. Purification by silica gel chromatography (10-60% EtOAc/hexanes) gave 1.6 g (93%) of the title compound as a yellow oil. 1H NMR (400 MHz, DMSO-d6): δ 2.75 (2H, t, J=6.4 Hz), 4.48 (2H, t, J=6.4 Hz), 6.59 (1H, d, J=1.8 Hz), 6.75 ... Yield: 92.4%. Run in C(C)#N (ACN). Product: S1C(=CC=C1)SC1=CC2=C(C(CCO2)=O)C=C1 (7-(thiophen-2-ylsulfanyl)-3,4-dihydro-2H-1-benzopyran-4-one). Reaction conditions: temperature 78 celsius. Reaction SMILES: Br[C:2]1[CH:11]=[C:10]2[C:5]([C:6](=[O:12])[CH2:7][CH2:8][O:9]2)=[CH:4][CH:3]=1.[S:13]1[CH:17]=[CH:16][CH:15]=[C:14]1[SH:18].C(=O)([O-])[O-].[K+].[K+]>C(#N)C>[S:13]1[CH:17]=[CH:16][CH:15]=[C:14]1[S:18][C:2]1[CH:3]=[CH:4][C:5]2[C:6](=[O:12])[CH2:7][CH2:8][O:9][C:10]=2[CH:11]=1 |f:2.3.4|. Reactants: BrC1=CC=C2C(CCOC2=C1)=O (7-Bromochroman-4-one), S1C(=CC=C1)S (thiophene-2-thiol), C([O-])([O-])=O.[K+].[K+] (potassium carbonate).